Dataset: the Open Reaction Database (ORD), a public repository of structured organic reaction records. Task: describe an organic reaction: reactants, conditions, products, and yield The reactants are O=C([O-])[O-], COc1nc(OC)nc(S(C)(=O)=O)n1, CN(C)C=O, [K+], [K+], O, COC(=O)c1c(C)oc2ccc(O)c(C(=O)OCc3ccccc3)c12. Yields the product COC(=O)c1c(C)oc2ccc(Oc3nc(OC)nc(OC)n3)c(C(=O)OCc3ccccc3)c12. RXN SMILES: [C:40](=[O:41])([O-:42])[O-:43].[CH3:26][O:27][c:28]1[n:29][c:30]([S:36]([CH3:37])(=[O:38])=[O:39])[n:31][c:32]([O:34][CH3:35])[n:33]1.[CH3:47][N:48]([CH3:49])[CH:50]=[O:51].[K+:44].[K+:45].[OH2:46].[OH:1][c:2]1[cH:3][cH:4][c:5]2[c:6]([c:7]([C:11](=[O:12])[O:13][CH3:14])[c:8]([CH3:10])[o:9]2)[c:15]1[C:16](=[O:17])[O:18][CH2:19][c:20]1[cH:21][cH:22][cH:23][cH:24][cH:25]1>>[O:1]([c:2]1[cH:3][cH:4][c:5]2[c:6]([c:7]([C:11](=[O:12])[O:13][CH3:14])[c:8]([CH3:10])[o:9]2)[c:15]1[C:16](=[O:17])[O:18][CH2:19][c:20]1[cH:21][cH:22][cH:23][cH:24][cH:25]1)[c:30]1[n:29][c:28]([O:27][CH3:26])[n:33][c:32]([O:34][CH3:35])[n:31]1. Reactants: C1(CC1)N (cyclopropanamine), CC1=CC(=C(C=O)C=C1)O[C@@H](C)CC=C ((S)-4-methyl-2-(pent-4-en-2-yloxy)benzaldehyde), [BH4-].[Na+] (Sodium borohydride). Solvent: CO (MeOH). Run at time 0.5 hour. Yields the product CC1=CC(=C(CNC2CC2)C=C1)O[C@@H](C)CC=C ((S)—N-(4-methyl-2-(pent-4-en-2-yloxy)benzyl)cyclopropanamine). Isolated yield 12.9%. RXN SMILES: [CH:1]1([NH2:4])[CH2:3][CH2:2]1.[CH3:5][C:6]1[CH:13]=[CH:12][C:9]([CH:10]=O)=[C:8]([O:14][C@H:15]([CH2:17][CH:18]=[CH2:19])[CH3:16])[CH:7]=1.[BH4-].[Na+]>CO>[CH3:5][C:6]1[CH:13]=[CH:12][C:9]([CH2:10][NH:4][CH:1]2[CH2:3][CH2:2]2)=[C:8]([O:14][C@H:15]([CH2:17][CH:18]=[CH2:19])[CH3:16])[CH:7]=1 |f:2.3|. Procedure details: A mixture of cyclopropanamine (40.0 mg, 0.700 mmol), (S)-4-methyl-2-(pent-4-en-2-yloxy)benzaldehyde (130 mg, 0.636 mmol) in MeOH (5 mL) was stirred at rt for 0.5 h. Sodium borohydride (12.04 mg, 0.318 mmol) was then added and the reaction was stirred at rt for 2 h. It was then quenched with water, extracted with EtOAc. The organic layer was dried over MgSO4, filtered and concentrated. The residue was purified by biotage, eluting with 20% EtOAc/hexane to isolate (S)—N-(4-methyl-2-(pent-4-en-2-ylo... The reactants are ice water, [OH-].[Na+] (sodium hydroxide), C(N)(=O)CC1=C(OCC(CN2CCN(CC2)C2=C(C=CC=C2)OC)O)C=CC=C1 (1-(2-carbamoylmethylphenoxy)-3-[4-(2-methoxyphenyl)piperazin-1-yl]propan-2-ol), C(C)(=O)OC(C)=O (acetic anhydride). Run in N1=CC=CC=C1 (pyridine). The product is C(N)(=O)CC1=C(OCC(CN2CCN(CC2)C2=C(C=CC=C2)OC)OC(C)=O)C=CC=C1 (1-(2-carbamoylmethylphenoxy)-3-[4-(2-methoxyphenyl)piperazin-1-yl]-2-acetoxypropane), final product. Reaction SMILES: [C:1]([CH2:4][C:5]1[CH:29]=[CH:28][CH:27]=[CH:26][C:6]=1[O:7][CH2:8][CH:9]([OH:25])[CH2:10][N:11]1[CH2:16][CH2:15][N:14]([C:17]2[CH:22]=[CH:21][CH:20]=[CH:19][C:18]=2[O:23][CH3:24])[CH2:13][CH2:12]1)(=[O:3])[NH2:2].[C:30](OC(=O)C)(=[O:32])[CH3:31].[OH-].[Na+]>N1C=CC=CC=1>[C:1]([CH2:4][C:5]1[CH:29]=[CH:28][CH:27]=[CH:26][C:6]=1[O:7][CH2:8][CH:9]([O:25][C:30](=[O:32])[CH3:31])[CH2:10][N:11]1[CH2:12][CH2:13][N:14]([C:17]2[CH:22]=[CH:21][CH:20]=[CH:19][C:18]=2[O:23][CH3:24])[CH2:15][CH2:16]1)(=[O:3])[NH2:2] |f:2.3|. Procedure: Two grams of 1-(2-carbamoylmethylphenoxy)-3-[4-(2-methoxyphenyl)piperazin-1-yl]propan-2-ol are added to 20 ml. of anhydrous pyridine, followed by the immediate addition of 8.0 g. of acetic anhydride with stirring. The resulting solution is refluxed for a period of 5 minutes, cooled and subsequently poured into 50 ml. of ice water, basified with 2N aqueous sodium hydroxide solution and extracted with chloroform. The organic phase is then washed with water, dried over anhydrous sodium sulfate and ... Starting materials: O=C([O-])[O-], C1CCOC1, COc1cc2c(cc1[N+](=O)[O-])NCC2, CCOC(C)=O, CN(C)C(=O)CCl, [K+], [K+]. Product: COc1cc2c(cc1[N+](=O)[O-])N(CC(=O)N(C)C)CC2. As a reaction SMILES: [C:22](=[O:23])([O-:24])[O-:25].[CH2:28]1[O:29][CH2:30][CH2:31][CH2:32]1.[CH3:1][O:2][c:3]1[cH:4][c:5]2[c:9]([cH:10][c:11]1[N+:12](=[O:13])[O-:14])[NH:8][CH2:7][CH2:6]2.[CH3:33][CH2:34][O:35][C:36](=[O:37])[CH3:38].[Cl:15][CH2:16][C:17](=[O:18])[N:19]([CH3:20])[CH3:21].[K+:26].[K+:27]>>[CH3:1][O:2][c:3]1[cH:4][c:5]2[c:9]([cH:10][c:11]1[N+:12](=[O:13])[O-:14])[N:8]([CH2:16][C:17](=[O:18])[N:19]([CH3:20])[CH3:21])[CH2:7][CH2:6]2. Reported procedure: A solution of cis-toluene-4-sulfonic acid 3-[8-amino-1-(3-benzyloxyphenyl)-imidazo[1,5-a]pyrazin-3-yl]cyclobutylmethyl ester (100 mg, 0.18 mmol) in DMF (2 mL) was charged with sodium azide (35 mg, 0.54 mmol), the resulting mixture was stirred at rt overnight. The mixture was diluted with water (5 mL), then extracted with ethyl acetate (3×10 mL), the combined organic phases were washed with water (2×10 mL) and brine (10 mL), and dried over anhydrous sodium sulfate. The filtrate was concentrated u... The solvent is O (water), CN(C)C=O (DMF). Reactants: NC=1C=2N(C=CN1)C(=NC2C2=CC(=CC=C2)OCC2=CC=CC=C2)[C@H]2C[C@H](C2)COS(=O)(=O)C2=CC=C(C=C2)C (cis-toluene-4-sulfonic acid 3-[8-amino-1-(3-benzyloxyphenyl)-imidazo[1,5-a]pyrazin-3-yl]cyclobutylmethyl ester), [N-]=[N+]=[N-].[Na+] (sodium azide). Conditions: time 8 hour. Product: N(=[N+]=[N-])C[C@H]1C[C@H](C1)C1=NC(=C2N1C=CN=C2N)C2=CC(=CC=C2)OCC2=CC=CC=C2 (cis-3-(3-Azidomethyl-cyclobutyl)-1-(3-benzyloxyphenyl)-imidazo[1,5-a]pyrazin-8-ylamine). As a reaction SMILES: [NH2:1][C:2]1[C:3]2[N:4]([C:8]([C@@H:25]3[CH2:28][C@H:27]([CH2:29]OS(C4C=CC(C)=CC=4)(=O)=O)[CH2:26]3)=[N:9][C:10]=2[C:11]2[CH:16]=[CH:15][CH:14]=[C:13]([O:17][CH2:18][C:19]3[CH:24]=[CH:23][CH:22]=[CH:21][CH:20]=3)[CH:12]=2)[CH:5]=[CH:6][N:7]=1.[N-:41]=[N+:42]=[N-:43].[Na+]>CN(C=O)C.O>[N:41]([CH2:29][C@@H:27]1[CH2:28][C@H:25]([C:8]2[N:4]3[CH:5]=[CH:6][N:7]=[C:2]([NH2:1])[C:3]3=[C:10]([C:11]3[CH:16]=[CH:15][CH:14]=[C:13]([O:17][CH2:18][C:19]4[CH:24]=[CH:23][CH:22]=[CH:21][CH:20]=4)[CH:12]=3)[N:9]=2)[CH2:26]1)=[N+:42]=[N-:43] |f:1.2|.